From a dataset of the Open Reaction Database (ORD), a public repository of structured organic reaction records. describe an organic reaction: reactants, conditions, products, and yield Starting materials: P(=O)(Cl)(Cl)Cl (phosphorus oxychloride), 3-(8-hydro-5,6,7,8-tetrahydroimidazo[1,5-a]pyridin-8-yl)pyrrolidin-2-one, N1=CC=CC=C1 (pyridine), N12CCCCCC2=NCCC1 (1,8-diazabicyclo[5.4.0]undec-7-ene), O (water). Solvent: ClCCl (dichloromethane). Reaction conditions: time 1 hour. The product is C=1N=CN2C1C(CCC2)=C2C(NCC2)=O (3-(6,7-Dihydro-5H-imidazo[1,5-a]pyridin-8-ylidene)pyrrolidin-2-one). RXN SMILES: P(Cl)(Cl)(Cl)=O.[N:6]1[CH:11]=CC=C[CH:7]=1.[N:12]12[CH2:22][CH2:21][CH2:20][N:19]=[C:18]1[CH2:17][CH2:16][CH2:15][CH2:14][CH2:13]2.[OH2:23]>ClCCl>[CH:7]1[N:6]=[CH:11][N:19]2[CH2:18][CH2:17][CH2:16][C:15](=[C:14]3[CH2:21][CH2:22][NH:12][C:13]3=[O:23])[C:20]=12. Procedure: 0.23 ml of phosphorus oxychloride are added dropwise to a solution of 0.50 g of 3-(8-hydro-5,6,7,8-tetrahydroimidazo[1,5-a]pyridin-8-yl)pyrrolidin-2-one and 7.5 ml of pyridine at 0° C., and the reaction mixture is then warmed to room temperature. After 1 hour, 1.02 ml of 1,8-diazabicyclo[5.4.0]undec-7-ene are added. After 3 hours water is added to the reaction mixture, and it is extra with dichloromethane (3×)—the combined organic phases are washed successively with 1N NaOH and water, dried with...